From a dataset of the Open Reaction Database (ORD), a public repository of structured organic reaction records. describe an organic reaction: reactants, conditions, products, and yield Starting materials: [H-].[Na+] (sodium hydride), C[C@H]1OCC(NC1)=O ((6R)-6-methylmorpholin-3-one), COCCl (chloromethyl methyl ether). The solvent is O1CCCC1 (tetrahydrofuran), O1CCCC1 (tetrahydrofuran), O1CCCC1 (tetrahydrofuran). Conditions: time 30 minute. The product is COCN1C(CO[C@@H](C1)C)=O ((6R)-4-(Methoxymethyl)-6-methylmorpholin-3-one). Reaction SMILES: [H-].[Na+].[CH3:3][C@@H:4]1[CH2:9][NH:8][C:7](=[O:10])[CH2:6][O:5]1.[CH3:11][O:12][CH2:13]Cl>O1CCCC1>[CH3:11][O:12][CH2:13][N:8]1[CH2:9][C@@H:4]([CH3:3])[O:5][CH2:6][C:7]1=[O:10] |f:0.1|. Reported procedure: To sodium hydride (63%, 4.4 g, 116 mmol) suspended in tetrahydrofuran (100 mL), a solution of (6R)-6-methylmorpholin-3-one (EP350002) (12.1 g) in tetrahydrofuran (50 mL) was added dropwise over 30 minutes under ice cooling. The mixture was stirred at the same temperature for 30 minutes and then further stirred at room temperature for 30 minutes. A solution of chloromethyl methyl ether (10 mL) in tetrahydrofuran (50 mL) was added dropwise thereto over 30 minutes under ice cooling. The mixture was... Reactants: O(C1=CC=CC=C1)C1=CC=C(C=O)C=C1 (4-Phenoxybenzaldehyde), C1(CCC1)N (cyclobutylamine), C(#N)[BH3-].[Na+] (Sodium cyanoborohydride). Solvent: CO (methanol). Run at time 48 hour. The product is C1(CCC1)NCC1=CC=C(C=C1)OC1=CC=CC=C1 (N-Cyclobutyl-N-(4-phenoxybenzyl)amine). The yield is 88.9%. RXN SMILES: [O:1]([C:8]1[CH:15]=[CH:14][C:11]([CH:12]=O)=[CH:10][CH:9]=1)[C:2]1[CH:7]=[CH:6][CH:5]=[CH:4][CH:3]=1.[CH:16]1([NH2:20])[CH2:19][CH2:18][CH2:17]1.C([BH3-])#N.[Na+]>CO>[CH:16]1([NH:20][CH2:12][C:11]2[CH:14]=[CH:15][C:8]([O:1][C:2]3[CH:7]=[CH:6][CH:5]=[CH:4][CH:3]=3)=[CH:9][CH:10]=2)[CH2:19][CH2:18][CH2:17]1 |f:2.3|. Procedure: 4-Phenoxybenzaldehyde (5.0 g, 25.0 mmol) and cyclobutylamine (1.8 g, 25.0 mmol) were dissolved in methanol (85 mL) under nitrogen at room temperature. Sodium cyanoborohydride (1.57 g, 25.0 mmol) was added, and stirring was continued for 48 hours. The solvent was evaporated, and the residue was suspended in ether, washed with brine, and dried over Na2SO4. The ether was evaporated, and the crude product was chromatographed on silica gel eluting with 3% methanol in methylene chloride to provide 5.6...